This data is from the Open Reaction Database (ORD), a public repository of structured organic reaction records. The task is: describe an organic reaction: reactants, conditions, products, and yield The product is CCOc1cc(S(=O)(=O)n2c(C)c(CC(=O)O)c3cccnc32)ccc1C#N. RXN SMILES: [CH2:32]1[O:33][CH2:34][CH2:35][CH2:36]1.[CH3:3][O:4][C:5]([CH2:6][c:7]1[c:8]([CH3:30])[n:9]([S:16](=[O:17])(=[O:18])[c:19]2[cH:20][c:21]([O:27][CH2:28][CH3:29])[c:22]([C:25]#[N:26])[cH:23][cH:24]2)[c:10]2[n:11][cH:12][cH:13][cH:14][c:15]12)=[O:31].[Cl:38][CH2:39][Cl:40].[Li+:1].[OH-:2].[OH2:37]>>[O:4]=[C:5]([CH2:6][c:7]1[c:8]([CH3:30])[n:9]([S:16](=[O:17])(=[O:18])[c:19]2[cH:20][c:21]([O:27][CH2:28][CH3:29])[c:22]([C:25]#[N:26])[cH:23][cH:24]2)[c:10]2[n:11][cH:12][cH:13][cH:14][c:15]12)[OH:31]. Reactants: C1CCOC1, CCOc1cc(S(=O)(=O)n2c(C)c(CC(=O)OC)c3cccnc32)ccc1C#N, ClCCl, [Li+], [OH-], O. Reactants: Brc1cnc2cccnn12, C#C[Si](C)(C)C, CCN(C(C)C)C(C)C, N#N, CN(C)C=O, c1ccc(P(c2ccccc2)(c2ccccc2)[Pd](P(c2ccccc2)(c2ccccc2)c2ccccc2)(P(c2ccccc2)(c2ccccc2)c2ccccc2)P(c2ccccc2)(c2ccccc2)c2ccccc2)cc1. The product is C[Si](C)(C)C#Cc1cnc2cccnn12. Reaction SMILES: [Br:1][c:2]1[cH:3][n:4][c:5]2[n:6]1[n:7][cH:8][cH:9][cH:10]2.[C:11](#[CH:12])[Si:13]([CH3:14])([CH3:15])[CH3:16].[CH:17]([N:18]([CH:19]([CH3:20])[CH3:21])[CH2:22][CH3:23])([CH3:24])[CH3:25].[N:26]#[N:27].[O:28]=[CH:29][N:30]([CH3:31])[CH3:32].[cH:33]1[cH:34][cH:35][c:36]([P:37]([Pd:38]([P:39]([c:40]2[cH:41][cH:42][cH:43][cH:44][cH:45]2)([c:46]2[cH:47][cH:48][cH:49][cH:50][cH:51]2)[c:52]2[cH:53][cH:54][cH:55][cH:56][cH:57]2)([P:58]([c:59]2[cH:60][cH:61][cH:62][cH:63][cH:64]2)([c:65]2[cH:66][cH:67][cH:68][cH:69][cH:70]2)[c:71]2[cH:72][cH:73][cH:74][cH:75][cH:76]2)[P:77]([c:78]2[cH:79][cH:80][cH:81][cH:82][cH:83]2)([c:84]2[cH:85][cH:86][cH:87][cH:88][cH:89]2)[c:90]2[cH:91][cH:92][cH:93][cH:94][cH:95]2)([c:96]2[cH:97][cH:98][cH:99][cH:100][cH:101]2)[c:102]2[cH:103][cH:104][cH:105][cH:106][cH:107]2)[cH:108][cH:109]1>>[c:2]1([C:12]#[C:11][Si:13]([CH3:14])([CH3:15])[CH3:16])[cH:3][n:4][c:5]2[n:6]1[n:7][cH:8][cH:9][cH:10]2. Reactants: ClC=1C=C(CN2CC(OCC2)CN)C=CC1Cl ([4-(3,4-Dichlorobenzyl)morpholin-2-yl]methylamine), N(=C=O)C1=CC=C(C=C1)SC(F)(F)F (1-isocyanato-4-[(trifluoromethyl)thio]benzene). The product is ClC=1C=C(CN2CC(OCC2)CNC(=O)NC2=CC=C(C=C2)SC(F)(F)F)C=CC1Cl (N-{[4-(3,4-Dichlorobenzyl)morpholin-2-yl]methyl}-N′-{4-[(trifluoromethyl)thio]phenyl}urea). Reaction SMILES: [Cl:1][C:2]1[CH:3]=[C:4]([CH:14]=[CH:15][C:16]=1[Cl:17])[CH2:5][N:6]1[CH2:11][CH2:10][O:9][CH:8]([CH2:12][NH2:13])[CH2:7]1.[N:18]([C:21]1[CH:26]=[CH:25][C:24]([S:27][C:28]([F:31])([F:30])[F:29])=[CH:23][CH:22]=1)=[C:19]=[O:20]>>[Cl:1][C:2]1[CH:3]=[C:4]([CH:14]=[CH:15][C:16]=1[Cl:17])[CH2:5][N:6]1[CH2:11][CH2:10][O:9][CH:8]([CH2:12][NH:13][C:19]([NH:18][C:21]2[CH:26]=[CH:25][C:24]([S:27][C:28]([F:30])([F:29])[F:31])=[CH:23][CH:22]=2)=[O:20])[CH2:7]1. Reported procedure: Example 34 was prepared in an analogous manner to Example 1 using a mixture of Intermediate 3 (0.025 g) and 1-isocyanato-4-[(trifluoromethyl)thio]benzene (21.9 μl) to give the title compound (0.0122 g). LC-MS (System A): Rt 2.70 mins, Mass Spectrum m/z 494 [MH+]. Reactants: ClCCN1CCCCC1, Cl, Oc1ccc(-n2nccc2C(F)(F)F)cc1. Yields the product FC(F)(F)c1ccnn1-c1ccc(OCCN2CCCCC2)cc1. Reaction SMILES: [Cl:18][CH2:19][CH2:20][N:21]1[CH2:22][CH2:23][CH2:24][CH2:25][CH2:26]1.[ClH:17].[F:1][C:2]([c:3]1[cH:4][cH:5][n:6][n:7]1-[c:8]1[cH:9][cH:10][c:11]([OH:14])[cH:12][cH:13]1)([F:15])[F:16]>>[F:1][C:2]([c:3]1[cH:4][cH:5][n:6][n:7]1-[c:8]1[cH:9][cH:10][c:11]([O:14][CH2:19][CH2:20][N:21]2[CH2:22][CH2:23][CH2:24][CH2:25][CH2:26]2)[cH:12][cH:13]1)([F:15])[F:16]. Reactants: C(C)(=O)N1C(C(C2=CC=CC=C12)CC(=O)OC)C (methyl 1-acetyl-2-methylindolin-3-ylacetate), [N+](=O)([O-])[O-].[Na+] (sodium nitrate). Run in S(O)(O)(=O)=O (sulphuric acid), S(O)(O)(=O)=O (sulphuric acid). Run at temperature 0 celsius, time 0.5 hour. The product is C(C)(=O)N1C(C(C2=CC(=CC=C12)[N+](=O)[O-])CC(=O)OC)C (methyl 1-acetyl-2-methyl-5-nitroindolin-3-ylacetate). As a reaction SMILES: [C:1]([N:4]1[C:12]2[C:7](=[CH:8][CH:9]=[CH:10][CH:11]=2)[CH:6]([CH2:13][C:14]([O:16][CH3:17])=[O:15])[CH:5]1[CH3:18])(=[O:3])[CH3:2].[N+:19]([O-])([O-:21])=[O:20].[Na+]>S(=O)(=O)(O)O>[C:1]([N:4]1[C:12]2[C:7](=[CH:8][C:9]([N+:19]([O-:21])=[O:20])=[CH:10][CH:11]=2)[CH:6]([CH2:13][C:14]([O:16][CH3:17])=[O:15])[CH:5]1[CH3:18])(=[O:3])[CH3:2] |f:1.2|. Procedure details: A solution of methyl 1-acetyl-2-methylindolin-3-ylacetate (6.83 g.) in concentrated sulphuric acid (45 ml.) was cooled to 0° C. and a solution of sodium nitrate (2.67 g.) in concentrated sulphuric acid (20 ml.) was added dropwise during 0.5 hr. The mixture was stirred at 0° C. for a further 0.5 hr. and then poured onto ice (300 ml.). The resulting precipitate was filtered and washed well with water. Crystallisation from methanol gave methyl 1-acetyl-2-methyl-5-nitroindolin-3-ylacetate, m.p. 106°... Product: CCOC(=O)c1cnn(Cc2nc(-c3cc(CCC(N)=S)cc(C(F)(F)F)c3)cs2)c1. Reaction SMILES: [C:1](#[N:2])[CH2:3][CH2:4][c:5]1[cH:6][c:7](-[c:15]2[n:16][c:17]([CH2:20][n:21]3[n:22][cH:23][c:24]([C:26](=[O:27])[O:28][CH2:29][CH3:30])[cH:25]3)[s:18][cH:19]2)[cH:8][c:9]([C:11]([F:12])([F:13])[F:14])[cH:10]1.[C:40](=[O:41])([O-:42])[OH:43].[C:45]([O:46][CH2:47][CH3:48])(=[O:49])[CH3:50].[ClH:51].[Na+:44].[P:31](=[S:32])([S-:33])([O:34][CH2:35][CH3:36])[O:37][CH2:38][CH3:39]>>[C:1]([NH2:2])([CH2:3][CH2:4][c:5]1[cH:6][c:7](-[c:15]2[n:16][c:17]([CH2:20][n:21]3[n:22][cH:23][c:24]([C:26](=[O:27])[O:28][CH2:29][CH3:30])[cH:25]3)[s:18][cH:19]2)[cH:8][c:9]([C:11]([F:12])([F:13])[F:14])[cH:10]1)=[S:32]. The reactants are CCOC(=O)c1cnn(Cc2nc(-c3cc(CCC#N)cc(C(F)(F)F)c3)cs2)c1, O=C([O-])O, CCOC(C)=O, Cl, [Na+], CCOP(=S)([S-])OCC. Starting materials: ClCCCl, CN1CC(=O)Nc2ncc(C=CC(=O)O)cc2C1, CCN(C(C)C)C(C)C, Cl, Cl, Cl, CN(C)C=O, O, On1nnc2ccccc21, CNCc1cccc2cc[nH]c12. Yields the product CN1CC(=O)Nc2ncc(C=CC(=O)N(C)Cc3cccc4cc[nH]c34)cc2C1. As a reaction SMILES: [CH2:52]([Cl:53])[CH2:54][Cl:55].[CH3:15][N:16]1[CH2:17][C:18](=[O:32])[NH:19][c:20]2[c:21]([cH:23][c:24]([CH:27]=[CH:28][C:29](=[O:30])[OH:31])[cH:25][n:26]2)[CH2:22]1.[CH:43]([N:44]([CH:45]([CH3:46])[CH3:47])[CH2:48][CH3:49])([CH3:50])[CH3:51].[ClH:13].[ClH:14].[ClH:56].[O:57]=[CH:58][N:59]([CH3:60])[CH3:61].[OH2:62].[OH:33][n:34]1[c:35]2[c:36]([cH:37][cH:38][cH:39][cH:40]2)[n:41][n:42]1.[nH:1]1[cH:2][cH:3][c:4]2[cH:5][cH:6][cH:7][c:8]([CH2:10][NH:11][CH3:12])[c:9]12>>[nH:1]1[cH:2][cH:3][c:4]2[cH:5][cH:6][cH:7][c:8]([CH2:10][N:11]([CH3:12])[C:29]([CH:28]=[CH:27][c:24]3[cH:23][c:21]4[c:20]([n:26][cH:25]3)[NH:19][C:18](=[O:32])[CH2:17][N:16]([CH3:15])[CH2:22]4)=[O:31])[c:9]12. Product: CC(C)(C)OC(=O)N1CCC(O)CC1. Starting materials: [BH4-], CC(C)(C)OC(=O)N1CCC(=O)CC1, CCO, [Na+]. As a reaction SMILES: [BH4-:15].[C:1]([CH3:2])([CH3:3])([CH3:4])[O:5][C:6](=[O:7])[N:8]1[CH2:9][CH2:10][C:11](=[O:14])[CH2:12][CH2:13]1.[CH3:17][CH2:18][OH:19].[Na+:16]>>[C:1]([CH3:2])([CH3:3])([CH3:4])[O:5][C:6](=[O:7])[N:8]1[CH2:9][CH2:10][CH:11]([OH:14])[CH2:12][CH2:13]1.